From a dataset of the Open Reaction Database (ORD), a public repository of structured organic reaction records. describe an organic reaction: reactants, conditions, products, and yield Reactants: ClC=1C=C(C=CC1Cl)/C=C/C(=O)N1CCNC(CC1)=O (1-[(E)-3-(3,4-dichloro-phenyl)-acryloyl]-[1,4]diazepan-5-one), ClC=1C=C(C=CC1Cl)/C=C/C(=O)N1CCNC(CC1)=O (1-[(E)-3-(3,4-dichloro-phenyl)-acryloyl]-[1,4]diazepan-5-one), BrCCC1OC1 ((rac)-2-(2-bromo-ethyl)-oxirane). Product: ClC=1C=C(C=CC1Cl)/C=C/C(=O)N1CCN(C(CC1)=O)CCC1OC1 ((rac) 1-[(E)-3-(3,4-Dichloro-phenyl)-acryloyl]-4-(2-oxiranyl-ethyl)-[1,4]diazepan-5-one). RXN SMILES: [Cl:1][C:2]1[CH:3]=[C:4](/[CH:9]=[CH:10]/[C:11]([N:13]2[CH2:19][CH2:18][C:17](=[O:20])[NH:16][CH2:15][CH2:14]2)=[O:12])[CH:5]=[CH:6][C:7]=1[Cl:8].Br[CH2:22][CH2:23][CH:24]1[CH2:26][O:25]1>>[Cl:1][C:2]1[CH:3]=[C:4](/[CH:9]=[CH:10]/[C:11]([N:13]2[CH2:19][CH2:18][C:17](=[O:20])[N:16]([CH2:22][CH2:23][CH:24]3[CH2:26][O:25]3)[CH2:15][CH2:14]2)=[O:12])[CH:5]=[CH:6][C:7]=1[Cl:8]. Procedure: In analogy to the procedure described for example 166A, 1-[(E)-3-(3,4-dichloro-phenyl)-acryloyl]-[1,4]diazepan-5-one (intermediate 1A) and (rac)-2-(2-bromo-ethyl)-oxirane (Journal of Organic Chemistry (1969), 34(12), 4060-5) gave after extraction with Et2O instead of EtOAc the title compound as yellow oil. MS: 383.2 (MH+, 2Cl). The reactants are [OH-].[Na+] (Sodium hydroxide), COC(C1=CC(=CC(=C1)OCCCCCCCCCCCCCCCCCC)OCCCOC1=CC=C(C=C1)S(=O)C)=O (3-[3-[4-(methylsulfinyl) phenoxy]propoxy]-5-(octadecyloxy)benzoic acid methyl ester). The product is CS(=O)C1=CC=C(OCCCOC=2C=C(C(=O)O)C=C(C2)OCCCCCCCCCCCCCCCCCC)C=C1 (3-[3-[4-(methylsulfinyl)phenoxy]propoxy]-5-(octadecyloxy)benzoic acid). Yield: 88.0%. Reaction SMILES: [OH-].[Na+].C[O:4][C:5](=[O:45])[C:6]1[CH:11]=[C:10]([O:12][CH2:13][CH2:14][CH2:15][CH2:16][CH2:17][CH2:18][CH2:19][CH2:20][CH2:21][CH2:22][CH2:23][CH2:24][CH2:25][CH2:26][CH2:27][CH2:28][CH2:29][CH3:30])[CH:9]=[C:8]([O:31][CH2:32][CH2:33][CH2:34][O:35][C:36]2[CH:41]=[CH:40][C:39]([S:42]([CH3:44])=[O:43])=[CH:38][CH:37]=2)[CH:7]=1>>[CH3:44][S:42]([C:39]1[CH:38]=[CH:37][C:36]([O:35][CH2:34][CH2:33][CH2:32][O:31][C:8]2[CH:7]=[C:6]([CH:11]=[C:10]([O:12][CH2:13][CH2:14][CH2:15][CH2:16][CH2:17][CH2:18][CH2:19][CH2:20][CH2:21][CH2:22][CH2:23][CH2:24][CH2:25][CH2:26][CH2:27][CH2:28][CH2:29][CH3:30])[CH:9]=2)[C:5]([OH:45])=[O:4])=[CH:41][CH:40]=1)=[O:43] |f:0.1|. Procedure details: Sodium hydroxide hydrolysis of 3-[3-[4-(methylsulfinyl) phenoxy]propoxy]-5-(octadecyloxy)benzoic acid methyl ester as in earlier Examples gave 3-[3-[4-(methylsulfinyl)phenoxy]propoxy]-5-(octadecyloxy)benzoic acid (88% yield, mp 77°-80°). Starting materials: C(C1=CC=CC=C1)OC1=CC=C2C=CN(C2=C1)CC[C@H](CO[Si](C)(C)C(C)(C)C)N1C=NC(=C1)C(=O)N (1-[(R)-4-(6-Benzyloxyindol-1-yl)-1-(tert-butyldimethylsilyloxy)-2-butyl]imidazole-4-carboxamide). Reagents/catalysts: [OH-].[OH-].[Pd+2] (palladium hydroxide on carbon). Run in C1=CCCCC1 (cyclohexene), C(C)O (ethanol). The product is [Si](C)(C)(C(C)(C)C)OC[C@@H](CCN1C=CC2=CC=C(C=C12)O)N1C=NC(=C1)C(=O)N (1-[(R)-1-(tert-butyldimethylsilyloxy)-4-(6-hydroxyindol-1-yl)-2-butyl]imidazole-4-carboxamide). Yield: 95.8%. RXN SMILES: C([O:8][C:9]1[CH:17]=[C:16]2[C:12]([CH:13]=[CH:14][N:15]2[CH2:18][CH2:19][C@@H:20]([N:30]2[CH:34]=[C:33]([C:35]([NH2:37])=[O:36])[N:32]=[CH:31]2)[CH2:21][O:22][Si:23]([C:26]([CH3:29])([CH3:28])[CH3:27])([CH3:25])[CH3:24])=[CH:11][CH:10]=1)C1C=CC=CC=1>C1CCCCC=1.C(O)C.[OH-].[OH-].[Pd+2]>[Si:23]([O:22][CH2:21][C@H:20]([N:30]1[CH:34]=[C:33]([C:35]([NH2:37])=[O:36])[N:32]=[CH:31]1)[CH2:19][CH2:18][N:15]1[C:16]2[C:12](=[CH:11][CH:10]=[C:9]([OH:8])[CH:17]=2)[CH:13]=[CH:14]1)([C:26]([CH3:29])([CH3:27])[CH3:28])([CH3:24])[CH3:25] |f:3.4.5|. Procedure details: To a solution of 1-[(R)-4-(6-Benzyloxyindol-1-yl)-1-(tert-butyldimethylsilyloxy)-2-butyl]imidazole-4-carboxamide (975 mg, 1.88 mmol) in cyclohexene (10 ml) and ethanol (20 ml) was added 20% palladium hydroxide on carbon (488 mg). The resulting mixture was stirred at reflux for 1 hour. After cooling to room temperature, the mixture was filtered through Celite and washed with ethanol. The filtrate was concentrated in vacuo and then the residue was purified by silica gel (20 g) chromatography elute... Starting materials: CC1=NC2=C(N1C1C[C@H]3CC[C@@H](C1)N3CCC3(CCN(CC3)C(=O)C=3C=C(C(=O)OC)C=CC3)C3=C(C=CC=C3)C)C=CC=C2 (methyl 3-{[4-{2-[(1R,5S)-3-(2-methyl-1H-benzimidazol-1-yl)-8-azabicyclo[3.2.1]oct-8-yl]ethyl}-4-(2-methylphenyl)piperidin-1-yl]carbonyl}benzoate), [OH-].[Na+] (sodium hydroxide). Solvent: CO (methanol). Conditions: time 4 hour. Yields the product CC1=NC2=C(N1C1C[C@H]3CC[C@@H](C1)N3CCC3(CCN(CC3)C(=O)C=3C=C(C(=O)O)C=CC3)C3=C(C=CC=C3)C)C=CC=C2 (3-{[4-{2-[(1R,5S)-3-(2-methyl-1H-benzimidazol-1-yl)-8-azabicyclo[3.2.1]oct-8-yl]ethyl}-4-(2-methylphenyl) piperidin-1-yl]carbonyl}benzoic acid). Yield: 23.3%. RXN SMILES: [CH3:1][C:2]1[N:6]([CH:7]2[CH2:13][C@H:12]3[N:14]([CH2:15][CH2:16][C:17]4([C:35]5[CH:40]=[CH:39][CH:38]=[CH:37][C:36]=5[CH3:41])[CH2:22][CH2:21][N:20]([C:23]([C:25]5[CH:26]=[C:27]([CH:32]=[CH:33][CH:34]=5)[C:28]([O:30]C)=[O:29])=[O:24])[CH2:19][CH2:18]4)[C@H:9]([CH2:10][CH2:11]3)[CH2:8]2)[C:5]2[CH:42]=[CH:43][CH:44]=[CH:45][C:4]=2[N:3]=1.[OH-].[Na+]>CO>[CH3:1][C:2]1[N:6]([CH:7]2[CH2:13][C@H:12]3[N:14]([CH2:15][CH2:16][C:17]4([C:35]5[CH:40]=[CH:39][CH:38]=[CH:37][C:36]=5[CH3:41])[CH2:22][CH2:21][N:20]([C:23]([C:25]5[CH:26]=[C:27]([CH:32]=[CH:33][CH:34]=5)[C:28]([OH:30])=[O:29])=[O:24])[CH2:19][CH2:18]4)[C@H:9]([CH2:10][CH2:11]3)[CH2:8]2)[C:5]2[CH:42]=[CH:43][CH:44]=[CH:45][C:4]=2[N:3]=1 |f:1.2|. Reported procedure: A solution of methyl 3-{[4-{2-[(1R,5S)-3-(2-methyl-1H-benzimidazol-1-yl)-8-azabicyclo[3.2.1]oct-8-yl]ethyl}-4-(2-methylphenyl)piperidin-1-yl]carbonyl}benzoate (0.15 g, 0.29 mmol) in methanol (1 mL) was treated with 2N sodium hydroxide solution (1.5 mL) and let stir at rt for 4 h. The mixture was concentrated to remove methanol and acidified by adding 1N hydrochloric acid. The resulting precipitate was collected, washed with water and dried to give 3-{[4-{2-[(1R,5S)-3-(2-methyl-1H-benzimidazol-1-... Starting materials: O=C1C=CCC1, COC(=O)CC(=O)OC, CC(C)(C)O. Yields the product COC(=O)C(C(=O)OC)C1CCC(=O)C1. RXN SMILES: [C:1]1(=[O:6])[CH:2]=[CH:3][CH2:4][CH2:5]1.[C:7]([CH2:8][C:9](=[O:10])[O:11][CH3:12])(=[O:13])[O:14][CH3:15].[CH3:16][C:17]([OH:18])([CH3:19])[CH3:20]>>[C:1]1(=[O:6])[CH2:2][CH:3]([CH:8]([C:7](=[O:13])[O:14][CH3:15])[C:9](=[O:10])[O:11][CH3:12])[CH2:4][CH2:5]1.